Dataset: the Open Reaction Database (ORD), a public repository of structured organic reaction records. Task: describe an organic reaction: reactants, conditions, products, and yield Starting materials: [C-]#N, Nc1ccc(F)cc1I, N#C[Na], c1ccncc1. The product is N#Cc1cc(F)ccc1N. As a reaction SMILES: [C-:1]#[N:2].[F:3][c:4]1[cH:5][c:6]([I:11])[c:7]([NH2:8])[cH:9][cH:10]1.[Na:12][C:13]#[N:14].[cH:15]1[cH:16][cH:17][n:18][cH:19][cH:20]1>>[F:3][c:4]1[cH:5][c:6]([C:13]#[N:14])[c:7]([NH2:8])[cH:9][cH:10]1. Starting materials: [Br-], COc1ccc([Mg+])cc1, [Cl-], [Cl-], [NH4+], c1ccc(Pc2ccccc2)cc1. Yields the product COc1ccc(P(c2ccccc2)c2ccccc2)cc1. Reaction SMILES: [Br-:15].[CH3:16][O:17][c:18]1[cH:19][cH:20][c:21]([Mg+:24])[cH:22][cH:23]1.[Cl-:1].[Cl-:25].[NH4+:26].[c:2]1([PH:8][c:9]2[cH:10][cH:11][cH:12][cH:13][cH:14]2)[cH:3][cH:4][cH:5][cH:6][cH:7]1>>[c:2]1([P:8]([c:9]2[cH:10][cH:11][cH:12][cH:13][cH:14]2)[c:21]2[cH:20][cH:19][c:18]([O:17][CH3:16])[cH:23][cH:22]2)[cH:3][cH:4][cH:5][cH:6][cH:7]1. Starting materials: aldehyde, COC(CCOC)OC (1,1,3-trimethoxypropane), C(Cl)(Cl)Cl (chloroform), BrC1=CC(=C(C(=C1)C)NC1=NC2=C(N1C)C(=CC=C2)N)OC (N2-(4-bromo-2-methoxy-6-methylphenyl)-1-methyl-1H-benzimidazole-2,7-diamine), C(C)(=O)O (acetic acid). Reagents/catalysts: [Fe](Cl)Cl (iron (II) chloride). The solvent is CO (methanol). Reaction conditions: time 7 day. The product is BrC1=CC(=C(C(=C1)C)NC1=NC2=C(N1C)C(=CC=C2)N(CCOC)CCOC)OC (N2-(4-Bromo-2-methoxy-6-methylphenyl)-N7,N7-bis(2-methoxyethyl)-1-methyl-1H-benzimidazole-2,7-diamine). Yield: 18.0%. Reaction SMILES: COC(OC)[CH2:4][CH2:5][O:6][CH3:7].[Br:10][C:11]1[CH:16]=[C:15]([CH3:17])[C:14]([NH:18][C:19]2[N:23]([CH3:24])[C:22]3[C:25]([NH2:29])=[CH:26][CH:27]=[CH:28][C:21]=3[N:20]=2)=[C:13]([O:30][CH3:31])[CH:12]=1.[C:32]([OH:35])(=O)[CH3:33].[CH:36](Cl)(Cl)Cl>CO.[Fe](Cl)Cl>[Br:10][C:11]1[CH:16]=[C:15]([CH3:17])[C:14]([NH:18][C:19]2[N:23]([CH3:24])[C:22]3[C:25]([N:29]([CH2:4][CH2:5][O:6][CH3:7])[CH2:33][CH2:32][O:35][CH3:36])=[CH:26][CH:27]=[CH:28][C:21]=3[N:20]=2)=[C:13]([O:30][CH3:31])[CH:12]=1. Procedure: To a solution of 200 mg (1.66 mmol) of 1,1,3-trimethoxypropane in 25 mL of chloroform was added 5 g (1.66 mmol) of iron (II) chloride on silica (5% by weight) and the slurry was stirred at room temperature for several hours. The slurry was filtered, concentrated in vacuo to about 5 mL and added to a slurry of 200 mg (0.55 mmol) of N2-(4-bromo-2-methoxy-6-methylphenyl)-1-methyl-1H-benzimidazole-2,7-diamine, 1 mL of acetic acid and 2.5 g (5.08 mmol) of MP-CNBH3 in 10 mL of methanol and was stirred... Starting materials: ClC=1C=C(C=NC1OC=1N=CC2=CC=CC=C2C1)N (5-chloro-6-(isoquinolin-3-yloxy)pyridin-3-amine), ClC=1C=C(C=CC1C)S(=O)(=O)Cl (3-chloro-4-methylbenzene-1-sulfonyl chloride). Yields the product ClC=1C=C(C=CC1C)S(=O)(=O)NC=1C=NC(=C(C1)Cl)OC=1N=CC2=CC=CC=C2C1 (3-Chloro-N-(5-chloro-6-(isoquinolin-3-yloxy)pyridin-3-yl)-4-methylbenzenesulfonamide). Reaction SMILES: [Cl:1][C:2]1[CH:3]=[C:4]([NH2:19])[CH:5]=[N:6][C:7]=1[O:8][C:9]1[N:10]=[CH:11][C:12]2[C:17]([CH:18]=1)=[CH:16][CH:15]=[CH:14][CH:13]=2.[Cl:20][C:21]1[CH:22]=[C:23]([S:28](Cl)(=[O:30])=[O:29])[CH:24]=[CH:25][C:26]=1[CH3:27]>>[Cl:20][C:21]1[CH:22]=[C:23]([S:28]([NH:19][C:4]2[CH:5]=[N:6][C:7]([O:8][C:9]3[N:10]=[CH:11][C:12]4[C:17]([CH:18]=3)=[CH:16][CH:15]=[CH:14][CH:13]=4)=[C:2]([Cl:1])[CH:3]=2)(=[O:30])=[O:29])[CH:24]=[CH:25][C:26]=1[CH3:27]. Procedure: The title compound was prepared by reacting 5-chloro-6-(isoquinolin-3-yloxy)pyridin-3-amine (obtained as per procedure described in preparation 2) and 3-chloro-4-methylbenzene-1-sulfonyl chloride.